The task is: describe an organic reaction: reactants, conditions, products, and yield. This data is from the Open Reaction Database (ORD), a public repository of structured organic reaction records. The reactants are ClC=1C(=C(C(=O)O)C=CC1)NC(CBr)=O (3-Chloro-2-(bromoacetamido)benzoic Acid), NC1=CC=CC=C1 (aniline), CN(C)C=O (DMF), [OH-].[K+] (KOH). The solvent is O (H2O). The product is ClC=1C(=C(C(=O)O)C=CC1)N(C(C)=O)NC1=CC=CC=C1 (3-Chloro-2-[N-(phenylamino)acetamido]benzoic acid). The yield is 66.7%. Reaction SMILES: [Cl:1][C:2]1[C:3]([NH:11][C:12](=[O:15])[CH2:13]Br)=[C:4]([CH:8]=[CH:9][CH:10]=1)[C:5]([OH:7])=[O:6].[NH2:16][C:17]1[CH:22]=[CH:21][CH:20]=[CH:19][CH:18]=1.CN(C=O)C.[OH-].[K+]>O>[Cl:1][C:2]1[C:3]([N:11]([NH:16][C:17]2[CH:22]=[CH:21][CH:20]=[CH:19][CH:18]=2)[C:12](=[O:15])[CH3:13])=[C:4]([CH:8]=[CH:9][CH:10]=1)[C:5]([OH:7])=[O:6] |f:3.4|. Procedure details: A solution of 3-chloro-2-(bromoacetamido) benzoic acid from Example 39 (4.6 g, 15.7 mmol), aniline (3.58 mL, 39.3 mmol) and DMF (45 mL) was heated to 80° C. for 8 h. The mixture was cooled, poured over H2O (400 mL) and 5% KOH (125 mL) and washed with CH2Cl2 (3×125 mL). The aqueous layer was acidified to pH 2 with 2 N HCl, cooled below room temperature and filtered. The filter cake was rinsed with cold water (50 mL) and dried under high vacuum at 45° C. to yield 3.19 g (67%) of the title compound... Reactants: [O-]Cl.[Na+] (Chlorox), [OH-].[Na+] (NaOH), FC(CNC(=O)C=1SC(=CC1C)C=NO)(F)F (5-(hydroxyimino-methyl)-3-methyl-thiophene-2-carboxylic acid (2,2,2-trifluoro-ethyl)-amide), ClC1=CC(=CC(=C1)C(=C)C(F)(F)F)Cl (1,3-dichloro-5-(1-trifluoromethyl-vinyl)-benzene). The solvent is C1CCOC1 (THF), C(C)OCC (diethyl ether). Run at time 21 hour. Yields the product FC(CNC(=O)C=1SC(=CC1C)C1=NOC(C1)(C(F)(F)F)C1=CC(=CC(=C1)Cl)Cl)(F)F (5-[5-(3,5-dichloro-phenyl)-5-trifluoromethyl-4,5-dihydro-isoxazol-3-yl]-3-methyl-thiophene-2-carboxylic acid (2,2,2-trifluoro-ethyl)-amide). Isolated yield 15.7%. As a reaction SMILES: [O-]Cl.[Na+].[OH-].[Na+].[F:6][C:7]([F:22])([F:21])[CH2:8][NH:9][C:10]([C:12]1[S:13][C:14]([CH:18]=[N:19][OH:20])=[CH:15][C:16]=1[CH3:17])=[O:11].[Cl:23][C:24]1[CH:29]=[C:28]([C:30]([C:32]([F:35])([F:34])[F:33])=[CH2:31])[CH:27]=[C:26]([Cl:36])[CH:25]=1>C1COCC1.C(OCC)C>[F:22][C:7]([F:6])([F:21])[CH2:8][NH:9][C:10]([C:12]1[S:13][C:14]([C:18]2[CH2:31][C:30]([C:28]3[CH:27]=[C:26]([Cl:36])[CH:25]=[C:24]([Cl:23])[CH:29]=3)([C:32]([F:33])([F:35])[F:34])[O:20][N:19]=2)=[CH:15][C:16]=1[CH3:17])=[O:11] |f:0.1,2.3|. Procedure: Chlorox (4%, 1.02 ml) and NaOH (1N, 0.1 ml) are premixed and then added to a solution of 5-(hydroxyimino-methyl)-3-methyl-thiophene-2-carboxylic acid (2,2,2-trifluoro-ethyl)-amide (200 mg) and 1,3-dichloro-5-(1-trifluoromethyl-vinyl)-benzene (170 mg, example 1, Step A) in THF (3 ml) and diethyl ether (3 ml) at 5° C. The cold bath is then removed. After 21 hours, water is added and the reaction mixture is extracted three times with ethyl acetate. The organic phases are combined, dried over Na2SO4... The reactants are C(CCC)[Li] (n-butyllithium), CC(C(=O)C=1N=CN(C1)C(C1=CC=CC=C1)(C1=CC=CC=C1)C1=CC=CC=C1)C (2-methyl-1-(1-trityl-1H-imidazol-4-yl)-1-propanone), BrC1=CC2=C(C=3CN(C(C3C=C2)=O)C)C=C1 (7-Bromo-2-methyl-1,2-dihydro-3H-benzo[e]isoindol-3-one), [Cl-].[NH4+] (ammonium chloride). Run in CCCCCC (hexane), C1CCOC1 (THF), C1CCOC1 (THF). Reaction conditions: temperature -70 celsius, time 1 hour. The product is OC(C(C)C)(C=1N=CN(C1)C(C1=CC=CC=C1)(C1=CC=CC=C1)C1=CC=CC=C1)C1=CC2=C(C=3CN(C(C3C=C2)=O)C)C=C1 (7-[1-hydroxy-2-methyl-1-(1-trityl-1H-imidazol-4-yl)propyl]-2-methyl-1,2-dihydro-3H-benzo[e]isoindol-3-one). The yield is 53.5%. As a reaction SMILES: Br[C:2]1[CH:16]=[CH:15][C:5]2[C:6]3[CH2:7][N:8]([CH3:14])[C:9](=[O:13])[C:10]=3[CH:11]=[CH:12][C:4]=2[CH:3]=1.C([Li])CCC.[CH3:22][CH:23]([CH3:50])[C:24]([C:26]1[N:27]=[CH:28][N:29]([C:31]([C:44]2[CH:49]=[CH:48][CH:47]=[CH:46][CH:45]=2)([C:38]2[CH:43]=[CH:42][CH:41]=[CH:40][CH:39]=2)[C:32]2[CH:37]=[CH:36][CH:35]=[CH:34][CH:33]=2)[CH:30]=1)=[O:25].[Cl-].[NH4+]>C1COCC1.CCCCCC>[OH:25][C:24]([C:2]1[CH:16]=[CH:15][C:5]2[C:6]3[CH2:7][N:8]([CH3:14])[C:9](=[O:13])[C:10]=3[CH:11]=[CH:12][C:4]=2[CH:3]=1)([C:26]1[N:27]=[CH:28][N:29]([C:31]([C:44]2[CH:49]=[CH:48][CH:47]=[CH:46][CH:45]=2)([C:38]2[CH:39]=[CH:40][CH:41]=[CH:42][CH:43]=2)[C:32]2[CH:37]=[CH:36][CH:35]=[CH:34][CH:33]=2)[CH:30]=1)[CH:23]([CH3:50])[CH3:22] |f:3.4|. Procedure details: 7-Bromo-2-methyl-1,2-dihydro-3H-benzo[e]isoindol-3-one (0.14 g) was suspended in THF (6 mL) and dissolved by heating. This solution was cooled to −70° C. and a solution (1.6 M: 0.75 mL) of n-butyllithium in hexane was slowly added dropwise. After stirring for 1 hr., a solution (1 mL) of 2-methyl-1-(1-trityl-1H-imidazol-4-yl)-1-propanone (0.16 g) in THF was added dropwise. After stirring at −70° C. for 30 min., 20% aqueous ammonium chloride was added to stop the reaction. The organic layer was se... Starting materials: N(=[N+]=[N-])C1(C=C)CC=CC=C1 (1-azidostyrene), C1(=CC=CC=C1)C (toluene). The product is C1(=CC=CC=C1)C=1NC1 (2-phenylazirin). RXN SMILES: [N:1]([C:4]1(C=CC=CC1)C=C)=[N+]=[N-].[C:12]1([CH3:18])[CH:17]=[CH:16][CH:15]=[CH:14][CH:13]=1>>[C:12]1([C:18]2[NH:1][CH:4]=2)[CH:17]=[CH:16][CH:15]=[CH:14][CH:13]=1. Procedure: 200 ml of toluene was added to the 1-azidostyrene, the mixture was heated under reflux for 1 hour, and the toluene was distilled off under reduced pressure, to obtain 11.2 g of 2-phenylazirin (C) 13.5 g of Compound (A) and 3.6 g of Compound (C) were dissolved in 50 ml of acetone, and then 0.05 g of nickel acetylacetonate was added followed by stirring for 3 hours at room temperature. After distilling the acetone off from the reaction liquid, the residue was purified by silica gel chromatography ... The reactants are ClC=1C=CC(=C(C(=O)O)C1)COC1=C(C=CC(=C1)F)F (5-Chloro-2-[(2,5-difluorophenoxy)methyl]benzoic acid), Cl.N[C@@H](C)C1=CC=C(C(=O)OC)C=C1 (Methyl 4-[(1S)-1-aminoethyl]benzoate hydrochloride). The product is ClC=1C=CC(=C(C(=O)N[C@@H](C)C2=CC=C(C(=O)OC)C=C2)C1)COC1=C(C=CC(=C1)F)F (Methyl 4-[(1S)-1-({5-chloro-2-[(2,5-difluorophenoxy)methyl]benzoyl}amino)ethyl]benzoate). Reaction SMILES: [Cl:1][C:2]1[CH:3]=[CH:4][C:5]([CH2:11][O:12][C:13]2[CH:18]=[C:17]([F:19])[CH:16]=[CH:15][C:14]=2[F:20])=[C:6]([CH:10]=1)[C:7]([OH:9])=O.Cl.[NH2:22][C@H:23]([C:25]1[CH:34]=[CH:33][C:28]([C:29]([O:31][CH3:32])=[O:30])=[CH:27][CH:26]=1)[CH3:24]>>[Cl:1][C:2]1[CH:3]=[CH:4][C:5]([CH2:11][O:12][C:13]2[CH:18]=[C:17]([F:19])[CH:16]=[CH:15][C:14]=2[F:20])=[C:6]([CH:10]=1)[C:7]([NH:22][C@H:23]([C:25]1[CH:34]=[CH:33][C:28]([C:29]([O:31][CH3:32])=[O:30])=[CH:27][CH:26]=1)[CH3:24])=[O:9] |f:1.2|. Reported procedure: The title compound was prepared according to the procedure described in step 6 of Example 1 from 5-chloro-2-[(2,5-difluorophenoxy)methyl]benzoic acid (step 2) and methyl 4-[(1S)-1-aminoethyl]benzoate hydrochloride (step 5 of Example 1): The reactants are CN(CC(COC(C1=CC=CC=C1)(C1=CC=CC=C1)C1=CC=CC=C1)O)CCCCCCCCCCCCCCCCCC (3-(N-methyl octadecylamino) 1-trityloxypropan-2-ol), N1=CC=CC=C1 (pyridine), CN=C=O (methylisocyanate). The solvent is C1=CC=CC=C1 (benzene). Product: CN(CC(COC(C1=CC=CC=C1)(C1=CC=CC=C1)C1=CC=CC=C1)OC(NC)=O)CCCCCCCCCCCCCCCCCC (3-(N-methyl octadecylamino)-2-methylcarbamoyloxy-1-trityloxy propane). The yield is 80.0%. RXN SMILES: [CH3:1][N:2]([CH2:27][CH2:28][CH2:29][CH2:30][CH2:31][CH2:32][CH2:33][CH2:34][CH2:35][CH2:36][CH2:37][CH2:38][CH2:39][CH2:40][CH2:41][CH2:42][CH2:43][CH3:44])[CH2:3][CH:4]([OH:26])[CH2:5][O:6][C:7]([C:20]1[CH:25]=[CH:24][CH:23]=[CH:22][CH:21]=1)([C:14]1[CH:19]=[CH:18][CH:17]=[CH:16][CH:15]=1)[C:8]1[CH:13]=[CH:12][CH:11]=[CH:10][CH:9]=1.N1C=CC=CC=1.[CH3:51][N:52]=[C:53]=[O:54]>C1C=CC=CC=1>[CH3:1][N:2]([CH2:27][CH2:28][CH2:29][CH2:30][CH2:31][CH2:32][CH2:33][CH2:34][CH2:35][CH2:36][CH2:37][CH2:38][CH2:39][CH2:40][CH2:41][CH2:42][CH2:43][CH3:44])[CH2:3][CH:4]([O:26][C:53](=[O:54])[NH:52][CH3:51])[CH2:5][O:6][C:7]([C:14]1[CH:15]=[CH:16][CH:17]=[CH:18][CH:19]=1)([C:8]1[CH:13]=[CH:12][CH:11]=[CH:10][CH:9]=1)[C:20]1[CH:21]=[CH:22][CH:23]=[CH:24][CH:25]=1. Reported procedure: A solution of 3-(N-methyl octadecylamino) 1-trityloxypropan-2-ol 6b (6 10-3M), pyridine (1 ml) and methylisocyanate (1.2 ml) in dry benzene (45 ml), was heated at 40° C. for three days. After elimination of the solvent, the residue was purified by column chromatography with CH2Cl2 as eluent, to give 7b. Reactants: NC=1N=CC2=C(N1)N(C(C(=C2)C2=CC(=C(C=C2)F)[N+](=O)[O-])=O)C(C)C (2-amino-6-(4-fluoro-3-nitrophenyl)-8-isopropylpyrido[2,3-d]pyrimidin-7(8H)-one). Reagents/catalysts: [Pd] (palladium on carbon). Run in CCOC(=O)C (EtOAc), CO (methanol). Reaction conditions: time 16 hour. Yields the product NC=1N=CC2=C(N1)N(C(C(=C2)C2=CC(=C(C=C2)F)N)=O)C(C)C (2-amino-6-(3-ammo-4-fluorophenyl)-8-isopropylpyrido[2,3-d]pyrimidin-7(8H)-one). Isolated yield 72.3%. Reaction SMILES: [NH2:1][C:2]1[N:3]=[CH:4][C:5]2[CH:11]=[C:10]([C:12]3[CH:17]=[CH:16][C:15]([F:18])=[C:14]([N+:19]([O-])=O)[CH:13]=3)[C:9](=[O:22])[N:8]([CH:23]([CH3:25])[CH3:24])[C:6]=2[N:7]=1>CCOC(C)=O.CO.[Pd]>[NH2:1][C:2]1[N:3]=[CH:4][C:5]2[CH:11]=[C:10]([C:12]3[CH:17]=[CH:16][C:15]([F:18])=[C:14]([NH2:19])[CH:13]=3)[C:9](=[O:22])[N:8]([CH:23]([CH3:25])[CH3:24])[C:6]=2[N:7]=1. Reported procedure: To a solution of 2-amino-6-(4-fluoro-3-nitrophenyl)-8-isopropylpyrido[2,3-d]pyrimidin-7(8H)-one (0.52 g, 1.5 mmol) in EtOAc and methanol (5:1, 30 mL) was added palladium on carbon (50 mg of 10% mol) and mixture was stirred under a hydrogen atmosphere at RT for 16 h. The mixture was filtered over a Celite pad and the pad was washed with EtOAc (2×10 mL). The combined filtrate was concentrated in vacuo to provide crude product. Purification by silica gel chromatography afforded 2-amino-6-(3-ammo-4-... The reactants are C(C1=CC=CC=C1)OCC[C@@H](C1=NC2=C(N1C1=CC=CC=C1)C=C(C=C2)F)NC2=C1N=CNC1=NC=N2 ([(S)-3-benzyloxy-1-(6-fluoro-1-phenyl-1H-benzoimidazol-2-yl)propyl]-(9H-purin-6-yl)amine), B(Br)(Br)Br (boron tribromide), CO (MeOH). Solvent: C(Cl)Cl (DCM). Conditions: temperature 0 celsius, time 1 hour. Yields the product FC=1C=CC2=C(N(C(=N2)[C@H](CCO)NC2=C3N=CNC3=NC=N2)C2=CC=CC=C2)C1 ((S)-3-(6-Fluoro-1-phenyl-1H-benzoimidazol-2-yl)-3-(9H-purin-6-ylamino)-propan-1-ol). Isolated yield 66.1%. As a reaction SMILES: C([O:8][CH2:9][CH2:10][C@H:11]([NH:28][C:29]1[N:37]=[CH:36][N:35]=[C:34]2[C:30]=1[N:31]=[CH:32][NH:33]2)[C:12]1[N:16]([C:17]2[CH:22]=[CH:21][CH:20]=[CH:19][CH:18]=2)[C:15]2[CH:23]=[C:24]([F:27])[CH:25]=[CH:26][C:14]=2[N:13]=1)C1C=CC=CC=1.B(Br)(Br)Br.CO>C(Cl)Cl>[F:27][C:24]1[CH:25]=[CH:26][C:14]2[N:13]=[C:12]([C@@H:11]([NH:28][C:29]3[N:37]=[CH:36][N:35]=[C:34]4[C:30]=3[N:31]=[CH:32][NH:33]4)[CH2:10][CH2:9][OH:8])[N:16]([C:17]3[CH:18]=[CH:19][CH:20]=[CH:21][CH:22]=3)[C:15]=2[CH:23]=1. Reported procedure: To a solution of [(S)-3-benzyloxy-1-(6-fluoro-1-phenyl-1H-benzoimidazol-2-yl)propyl]-(9H-purin-6-yl)amine (296 mg, 0.6 mmol) in anhydrous DCM (6 mL) at 0° C. under a nitrogen atmosphere was added dropwise boron tribromide (1.0 M in DCM, 1.2 mL, 1.2 mmol). The reaction mixture was stirred at 0° C. for 1 h. MeOH was then added and the volatiles were removed under reduced pressure. The resulting residue was purified by column chromatography (Si—PCC, gradient 0-10% 2M NH3/MeOH in DCM) to afford 187 ...